describe an organic reaction: reactants, conditions, products, and yield From a dataset of the Open Reaction Database (ORD), a public repository of structured organic reaction records. Starting materials: ClS(=O)(=O)Cl (chlorosulfonyl chloride), CO (methanol), C(C)OCC (diethyl ether). Conditions: temperature 0 celsius, time 1 hour. The product is COC(CS(=O)(=O)Cl)=O (Chlorosulfonyl-acetic acid methyl ester). Reaction SMILES: [Cl:1][S:2](Cl)(=[O:4])=[O:3].C[OH:7].[CH2:8]([O:10][CH2:11]C)[CH3:9]>>[CH3:11][O:10][C:8](=[O:7])[CH2:9][S:2]([Cl:1])(=[O:4])=[O:3]. Procedure details: To chlorosulfonyl chloride (3.34 g, 17.9 mmol) in diethyl ether (30 mL) is added at 0° C. methanol (800 μL, 19.7 mmol). The resulting mixture is stirred at 0° C. during 1 h and the solvent is evaporated to give the title compound. Starting materials: Br (HBr), COC=1SC(NN1)=O (2-Methoxy-1,3,4-thiadiazol-5(4H)-one), C(=O)(Cl)Cl (phosgene), O(C(=S)[S-])C.[K+] (potassium methyl xanthate), NN (hydrazine). The solvent is C(C)(=O)O (acetic acid). Reaction conditions: time 35 minute. Product: COC=1SC(NN1)=O (2-Methoxy-1,3,4-thiadiazol-5(4H)-one), S1C(N=NC1=O)=O (1,3,4-thiadiazoline-2,5-dione). The yield is 168.5%. Reaction SMILES: C(Cl)(Cl)=O.O(C)C([S-])=S.[K+].NN.[CH3:13][O:14][C:15]1[S:16][C:17](=[O:20])[NH:18][N:19]=1.Br>C(O)(=O)C>[CH3:13][O:14][C:15]1[S:16][C:17](=[O:20])[NH:18][N:19]=1.[S:16]1[C:17](=[O:20])[N:18]=[N:19][C:15]1=[O:14] |f:1.2|. Procedure: 2-Methoxy-1,3,4-thiadiazol-5(4H)-one (7) was prepared from phosgene, potassium methyl xanthate, and hydrazine according to the method of K. Rufenacht, Helv. Chim. Acta, 51, 518 (1968). This was hydrolyzed to 1 by the following procedure. A mixture of 50 g of thiadiazole 7 in 300 ml of acetic acid was warmed to 80° to effect solution and then cooled to 70°, whereupon HBr gas was bubbled rapidly into the solution for 25 min. The HBr was shut off, the mixture was held at 70° for 35 min, and then it... Starting materials: CC(C)(C)OC(=O)N1CCC(O)(c2cc(Cl)cc(Cl)c2)C1, ClCCl, O=C(O)C(F)(F)F. Yields the product OC1(c2cc(Cl)cc(Cl)c2)CCNC1. As a reaction SMILES: [Cl:1][c:2]1[cH:3][c:4]([C:9]2([OH:21])[CH2:10][N:11]([C:14]([O:15][C:16]([CH3:17])([CH3:18])[CH3:19])=[O:20])[CH2:12][CH2:13]2)[cH:5][c:6]([Cl:8])[cH:7]1.[Cl:29][CH2:30][Cl:31].[OH:22][C:23]([C:24]([F:25])([F:26])[F:27])=[O:28]>>[Cl:1][c:2]1[cH:3][c:4]([C:9]2([OH:21])[CH2:10][NH:11][CH2:12][CH2:13]2)[cH:5][c:6]([Cl:8])[cH:7]1. The reactants are BrC1=C(C=C(C=C1)F)OC (1-bromo-4-fluoro-2-methoxy-benzene), FC=1C=C(C=O)C=CC1 (3-fluoro-benzaldehyde), C(C)(C)NC(C)C (diisopropylamine), solution, C(CCC)[Li] (n-butyllithium), [Cl-].[NH4+] (ammonium chloride). The solvent is O1CCCC1 (tetrahydrofuran), CCCCCC (hexane). Reaction conditions: temperature -60 celsius. Yields the product BrC=1C(=C(C(=CC1)F)C(O)C1=CC(=CC=C1)F)OC ((3-Bromo-6-fluoro-2-methoxy-phenyl)-(3-fluoro-phenyl)-methanol). Reaction SMILES: C(NC(C)C)(C)C.C([Li])CCC.[Br:13][C:14]1[CH:19]=[CH:18][C:17]([F:20])=[CH:16][C:15]=1[O:21][CH3:22].[F:23][C:24]1[CH:25]=[C:26]([CH:29]=[CH:30][CH:31]=1)[CH:27]=[O:28].[Cl-].[NH4+]>O1CCCC1.CCCCCC>[Br:13][C:14]1[C:15]([O:21][CH3:22])=[C:16]([CH:27]([C:26]2[CH:29]=[CH:30][CH:31]=[C:24]([F:23])[CH:25]=2)[OH:28])[C:17]([F:20])=[CH:18][CH:19]=1 |f:4.5|. Procedure details: A total of 1.64 ml of diisopropylamine was dissolved in 27 ml of tetrahydrofuran, 6.8 ml of a 1.57 M solution of n-butyllithium in hexane was added at −50° C. under stirring, and the mixture was stirred at −30° C. for 30 minutes. After cooling to −60° C., 2 g of 1-bromo-4-fluoro-2-methoxy-benzene obtained in Production Example II-1-a was added and the mixture was stirred at −60° C. for 1 hour. Then, 1.55 ml of 3-fluoro-benzaldehyde was added, followed by stirring for 1 hour. Saturated aqueous am... The reactants are CC(=O)O, CCOC(=O)C(C)Oc1c(C=O)cccc1OC, [H-], [Na+], CN(C)C=O. The product is CCOC(=O)C1(C)Oc2c(OC)cccc2C1=O. Reaction SMILES: [CH3:21][C:22](=[O:23])[OH:24].[CH:3](=[O:4])[c:5]1[c:6]([O:7][CH:8]([C:9](=[O:10])[O:11][CH2:12][CH3:13])[CH3:14])[c:15]([O:19][CH3:20])[cH:16][cH:17][cH:18]1.[H-:1].[Na+:2].[O:25]=[CH:26][N:27]([CH3:28])[CH3:29]>>[C:3]1(=[O:4])[c:5]2[c:6]([c:15]([O:19][CH3:20])[cH:16][cH:17][cH:18]2)[O:7][C:8]1([C:9](=[O:10])[O:11][CH2:12][CH3:13])[CH3:14]. Reactants: O=C([O-])O, CC(C)(C)O, ClCCl, [Mg+2], [Na+], O=S(=O)([O-])[O-], O=C(O)c1ccc(O)c([N+](=O)[O-])c1, O=S(=O)(O)O. Product: CC(C)(C)OC(=O)c1ccc(O)c([N+](=O)[O-])c1. RXN SMILES: [C:30](=[O:31])([O-:32])[OH:33].[CH3:25][C:26]([CH3:27])([CH3:28])[OH:29].[Cl:35][CH2:36][Cl:37].[Mg+2:1].[Na+:34].[O-:2][S:3](=[O:4])(=[O:5])[O-:6].[OH:12][c:13]1[c:14]([N+:22](=[O:23])[O-:24])[cH:15][c:16]([C:17](=[O:18])[OH:19])[cH:20][cH:21]1.[S:7](=[O:8])(=[O:9])([OH:10])[OH:11]>>[OH:12][c:13]1[c:14]([N+:22](=[O:23])[O-:24])[cH:15][c:16]([C:17](=[O:18])[O:19][C:26]([CH3:25])([CH3:27])[CH3:28])[cH:20][cH:21]1. Reactants: O=C1CCC(=O)N1Br, ClC(Cl)(Cl)Cl, CCOC(=O)c1ccccc1-n1cc2cc(C)ccc2n1, CC(C)(C#N)N=NC(C)(C)C#N. Product: CCOC(=O)c1ccccc1-n1nc2ccc(C)cc2c1Br. RXN SMILES: [Br:22][N:23]1[C:24](=[O:25])[CH2:26][CH2:27][C:28]1=[O:29].[C:42]([Cl:43])([Cl:44])([Cl:45])[Cl:46].[CH3:1][c:2]1[cH:3][c:4]2[cH:5][n:6](-[c:11]3[c:12]([C:13](=[O:14])[O:15][CH2:16][CH3:17])[cH:18][cH:19][cH:20][cH:21]3)[n:7][c:8]2[cH:9][cH:10]1.[N:30]#[C:31][C:32]([N:33]=[N:34][C:35]([C:36]#[N:37])([CH3:38])[CH3:39])([CH3:40])[CH3:41]>>[CH3:1][c:2]1[cH:3][c:4]2[c:5]([Br:22])[n:6](-[c:11]3[c:12]([C:13](=[O:14])[O:15][CH2:16][CH3:17])[cH:18][cH:19][cH:20][cH:21]3)[n:7][c:8]2[cH:9][cH:10]1.